This data is from the Open Reaction Database (ORD), a public repository of structured organic reaction records. The task is: describe an organic reaction: reactants, conditions, products, and yield The reactants are C(C)(C)(C)OC(NC1=C(C=C(C(=C1)N(C)C)C(F)(F)F)N)=O ((2-amino-5-dimethylamino-4-trifluoromethyl-phenyl)-carbamic acid tert.-butyl ester), C(C)OC(CC(C1=CC(=CC=C1)N1C=NN=C1)=O)=O (3-oxo-3-(3-[1,2,4]triazol-4-yl-phenyl)-propionic acid ethyl ester). Product: C(C)(C)(C)OC(NC1=C(C=C(C(=C1)N(C)C)C(F)(F)F)NC(CC(C1=CC(=CC=C1)N1C=NN=C1)=O)=O)=O ({5-Dimethylamino-2-[3-oxo-3-(3-[1,2,4]triazol-4-yl-phenyl)-propionylamino]-4-trifluoromethyl-phenyl}-carbamic acid tert.-butyl ester), solid. RXN SMILES: [C:1]([O:5][C:6](=[O:22])[NH:7][C:8]1[CH:13]=[C:12]([N:14]([CH3:16])[CH3:15])[C:11]([C:17]([F:20])([F:19])[F:18])=[CH:10][C:9]=1[NH2:21])([CH3:4])([CH3:3])[CH3:2].C([O:25][C:26](=O)[CH2:27][C:28](=[O:40])[C:29]1[CH:34]=[CH:33][CH:32]=[C:31]([N:35]2[CH:39]=[N:38][N:37]=[CH:36]2)[CH:30]=1)C>>[C:1]([O:5][C:6](=[O:22])[NH:7][C:8]1[CH:13]=[C:12]([N:14]([CH3:16])[CH3:15])[C:11]([C:17]([F:20])([F:19])[F:18])=[CH:10][C:9]=1[NH:21][C:26](=[O:25])[CH2:27][C:28](=[O:40])[C:29]1[CH:34]=[CH:33][CH:32]=[C:31]([N:35]2[CH:36]=[N:37][N:38]=[CH:39]2)[CH:30]=1)([CH3:4])([CH3:2])[CH3:3]. Reported procedure: The title compound was prepared from (2-amino-5-dimethylamino-4-trifluoromethyl-phenyl)-carbamic acid tert.-butyl ester (Example J6) (383 mg, 1.2 mmol) and 3-oxo-3-(3-[1,2,4]triazol-4-yl-phenyl)-propionic acid ethyl ester [CAS-No. 335255-97-5 ] (259 mg, 1.0 mmol) according to the general procedure M. Obtained as a yellow solid (290 mg). The reactants are NaS2O3, C(C=C)[C@@]1(C(N([C@@H]([C@H](C1)C=1C=NC=C(C1)Cl)C1=CC=C(C=C1)Cl)[C@H](CSC(C)(C)C)CC)=O)C ((3S,5R,6S)-3-allyl-1-((S)-1-(tert-butylthio)butan-2-yl)-6-(4-chlorophenyl)-5-(5-chloropyridin-3-yl)-3-methylpiperidin-2-one), C(C)(=O)O (acetic acid), [Mn](=O)(=O)(=O)[O-].[K+] (potassium permanganate), O (water). The reagents and catalysts are O.[Cl-].C(CCC)[N+](CCCC)(CCCC)CCCC (tetrabutylammonium chloride hydrate). Run in C(Cl)Cl (DCM), C(Cl)Cl (DCM). Product: C(C)(C)(C)S(=O)(=O)C[C@H](CC)N1C([C@@](C[C@@H]([C@H]1C1=CC=C(C=C1)Cl)C=1C=NC=C(C1)Cl)(C)CC(=O)O)=O (2-((3R,5R,6S)-1-((S)-1-(tert-Butylsulfonyl)butan-2-yl)-6-(4-chlorophenyl)-5-(5-chloropyridin-3-yl)-3-methyl-2-oxopiperidin-3-yl)acetic acid). As a reaction SMILES: [CH2:1]([C@@:4]1(C)[CH2:9][C@H:8]([C:10]2[CH:11]=[N:12][CH:13]=[C:14]([Cl:16])[CH:15]=2)[C@@H:7]([C:17]2[CH:22]=[CH:21][C:20]([Cl:23])=[CH:19][CH:18]=2)[N:6]([C@@H:24]([CH2:31][CH3:32])[CH2:25][S:26][C:27]([CH3:30])([CH3:29])[CH3:28])[C:5]1=[O:33])C=C.[C:35]([OH:38])(=[O:37])[CH3:36].[Mn]([O-])(=O)(=O)=[O:40].[K+].[OH2:45]>O.[Cl-].C([N+](CCCC)(CCCC)CCCC)CCC.C(Cl)Cl>[C:27]([S:26]([CH2:25][C@@H:24]([N:6]1[C@H:7]([C:17]2[CH:18]=[CH:19][C:20]([Cl:23])=[CH:21][CH:22]=2)[C@@H:8]([C:10]2[CH:11]=[N:12][CH:13]=[C:14]([Cl:16])[CH:15]=2)[CH2:9][C@@:4]([CH2:36][C:35]([OH:38])=[O:37])([CH3:1])[C:5]1=[O:33])[CH2:31][CH3:32])(=[O:40])=[O:45])([CH3:28])([CH3:30])[CH3:29] |f:2.3,5.6.7|. Procedure: A solution of (3S,5R,6S)-3-allyl-1-((S)-1-(tert-butylthio)butan-2-yl)-6-(4-chlorophenyl)-5-(5-chloropyridin-3-yl)-3-methylpiperidin-2-one (Example 401, Step A, 0.147 g, 0.283 mmol;) with acetic acid (0.972 mL, 16.98 mmol) and tetrabutylammonium chloride hydrate (8.37 mg, 0.028 mmol) in 4 ml of DCM was cooled in an ice bath. A solution of potassium permanganate (0.268 g, 1.698 mmol) in 3 mL of water was added. The purple solution was stirred while cooling with an ice bath and allowed to warm to r... Starting materials: C(C#C)O (propargyl alcohol), N12C[C@@H](C(CC1)CC2)NC(=O)C=2OC1=C(C2)C=CC(=C1)Br (N-[(3R)-1-azabicyclo[2.2.2]oct-3-yl]-6-bromo-1-benzofuran-2-carboxamide), N1CCCC1 (pyrrolidine), crude product, [OH-].[Na+] (sodium hydroxide). Reagents/catalysts: [Cu]I (copper(I) iodide), Cl[Pd]([P](C1=CC=CC=C1)(C2=CC=CC=C2)C3=CC=CC=C3)([P](C4=CC=CC=C4)(C5=CC=CC=C5)C6=CC=CC=C6)Cl (bis(triphenylphosphine)palladium(II) chloride). Solvent: C1CCOC1 (THF). Yields the product N12C[C@@H](C(CC1)CC2)NC(=O)C=2OC1=C(C2)C=CC(=C1)C#CCO (N-[(3R)-1-Azabicyclo[2.2.2]oct-3-yl]-6-(3-hydroxy-1-propynyl)-1-benzofuran-2-carboxamide). RXN SMILES: [CH2:1]([OH:4])[C:2]#[CH:3].[N:5]12[CH2:12][CH2:11][CH:8]([CH2:9][CH2:10]1)[C@@H:7]([NH:13][C:14]([C:16]1[O:17][C:18]3[CH:24]=[C:23](Br)[CH:22]=[CH:21][C:19]=3[CH:20]=1)=[O:15])[CH2:6]2.N1CCCC1.[OH-].[Na+]>[Cu]I.Cl[Pd](Cl)([P](C1C=CC=CC=1)(C1C=CC=CC=1)C1C=CC=CC=1)[P](C1C=CC=CC=1)(C1C=CC=CC=1)C1C=CC=CC=1.C1COCC1>[N:5]12[CH2:12][CH2:11][CH:8]([CH2:9][CH2:10]1)[C@@H:7]([NH:13][C:14]([C:16]1[O:17][C:18]3[CH:24]=[C:23]([C:3]#[C:2][CH2:1][OH:4])[CH:22]=[CH:21][C:19]=3[CH:20]=1)=[O:15])[CH2:6]2 |f:3.4,^1:37,56|. Procedure details: A mixture of 289 mg (5.15 mmol) of propargyl alcohol, 150 mg (0.43 mmol) of N-[(3R)-1-azabicyclo[2.2.2]oct-3-yl]-6-bromo-1-benzofuran-2-carboxamide (Example 2A), 1.6 mg (0.01 mmol) of copper(I) iodide, 15 mg (0.02 mmol) of bis(triphenylphosphine)palladium(II) chloride, 61 mg (0.86 mmol) of pyrrolidine and 1 ml of THF is heated under reflux overnight. The crude product is mixed with 10 ml of 1N sodium hydroxide solution and extracted three times with a total of 100 ml of ethyl acetate. The combin...